Dataset: the Open Reaction Database (ORD), a public repository of structured organic reaction records. Task: describe an organic reaction: reactants, conditions, products, and yield Reactants: ClC1(CC(=CC=C1)Cl)C#C (1,3-dichloro-phenyl acetylene), C(C#CC)(=O)OCC (ethyl 2-butynoate), COC1=C(C(=CC=C1)OC)P(C1=C(C=CC=C1OC)OC)C1=C(C=CC=C1OC)OC (tris (2,6-dimethoxyphenyl)phosphine), C1CCOC1 (THF). Reagents/catalysts: C(C)(=O)[O-].[Pd+2].C(C)(=O)[O-] (palladium acetate). Conditions: time 18 hour. The product is C(C)OC(\C=C(\C#CC1=CC(=CC(=C1)Cl)Cl)/C)=O ((E)-3-Methyl-5-(3,5-dichloro-phenyl)-pent-2-en-4-ynoic acid ethyl ester). RXN SMILES: [Cl:1][C:2]1(C#C)[CH:7]=[CH:6][CH:5]=[C:4]([Cl:8])[CH2:3]1.[C:11](OCC)(=O)[C:12]#[C:13][CH3:14].C[O:20]C1C=CC=C(OC)C=1P(C1C(OC)=CC=CC=1OC)C1C(OC)=CC=CC=1OC.[CH2:50]1[CH2:54][O:53][CH2:52][CH2:51]1>C([O-])(=O)C.[Pd+2].C([O-])(=O)C>[CH2:54]([O:53][C:52](=[O:20])/[CH:51]=[C:13](\[CH3:14])/[C:12]#[C:11][C:6]1[CH:7]=[C:2]([Cl:1])[CH:3]=[C:4]([Cl:8])[CH:5]=1)[CH3:50] |f:4.5.6|. Procedure details: To a solution of 1,3-dichloro-phenyl acetylene (6.07 g, 35.5 mmol) in dry THF (60 mL) was added palladium acetate (186 mg, 0.68 mmol), ethyl 2-butynoate (5.97 g, 53.2 mmol) and tris (2,6-dimethoxyphenyl)phosphine (316 mg, 0.68 mmol) at room temperature. The reaction mixture was stirred for 18 h and filtered. The filtrate was washed with water (10 mL), and the water phase was extracted with ether (10 mL). The combined organic phases were dried and evaporated. The residue was purified by column ch... Starting materials: FC(S(=O)(=O)O[Si](C)(C)C)(F)F (trimethylsilyl trifluoromethanesulfonate), C(#C)[C@]1([C@H]([C@H](C(OC(C)=O)O1)OC(C)=O)OCC1=CC=CC=C1)COCC1=CC=CC=C1 (4-C-ethynyl-1,2-di-O-acetyl-3,5-di-O-benzyl-D-ribo-pentofuranose), N1C(=O)NC(=O)C=C1 (uracil), C/C(=N\[Si](C)(C)C)/O[Si](C)(C)C (N,O-bis(trimethylsilyl)acetamide), C(O)([O-])=O.[Na+] (sodium hydrogencarbonate). Run in ClCCCl (1,2-dichloroethane). Conditions: time 8 hour. Product: C(#C)[C@]1([C@H]([C@H]([C@@H](O1)N1C(=O)NC(=O)C=C1)OC(C)=O)OCC1=CC=CC=C1)COCC1=CC=CC=C1 (4′-C-ethynyl-2′-O-acetyl-3′,5′-di-O-benzyluridine). Reaction SMILES: [C:1]([C@:3]1([CH2:24][O:25][CH2:26][C:27]2[CH:32]=[CH:31][CH:30]=[CH:29][CH:28]=2)[O:11][CH:6](OC(=O)C)[C@H:5]([O:12][C:13](=[O:15])[CH3:14])[C@@H:4]1[O:16][CH2:17][C:18]1[CH:23]=[CH:22][CH:21]=[CH:20][CH:19]=1)#[CH:2].[NH:33]1[CH:40]=[CH:39][C:37](=[O:38])[NH:36][C:34]1=[O:35].C/C(/O[Si](C)(C)C)=N\[Si](C)(C)C.FC(F)(F)S(O[Si](C)(C)C)(=O)=O.C(=O)([O-])O.[Na+]>ClCCCl>[C:1]([C@:3]1([CH2:24][O:25][CH2:26][C:27]2[CH:32]=[CH:31][CH:30]=[CH:29][CH:28]=2)[O:11][C@@H:6]([N:33]2[CH:40]=[CH:39][C:37](=[O:38])[NH:36][C:34]2=[O:35])[C@H:5]([O:12][C:13](=[O:15])[CH3:14])[C@@H:4]1[O:16][CH2:17][C:18]1[CH:19]=[CH:20][CH:21]=[CH:22][CH:23]=1)#[CH:2] |f:4.5|. Procedure details: Compound 14 (2.50 g, 5.70 mmol) was dissolved in 1,2-dichloroethane (80.0 ml), and uracil (1.60 g, 14.27 mmol) and N,O-bis(trimethylsilyl)acetamide (9.86 ml, 39.74 mmol) were added to the solution, followed by refluxing for one hour. After the reaction mixture was allowed to cool to room temperature, trimethylsilyl trifluoromethanesulfonate (2.06 ml, 11.40 mmol) was added thereto, followed by stirring overnight at 50° C. A saturated aqueous solution of sodium hydrogencarbonate was added to the m... The reactants are SC(C(=O)O)CCCCCCCCC (2-Mercaptoundecanoic acid), C(C1=CN=CC=C1)=O (nicotinaldehyde), C(O)CN (ethanolamine). Solvent: C1(=CC=CC=C1)C (toluene). Conditions: time 1 hour. The product is OCCN1C(SC(C1=O)CCCCCCCCC)C=1C=NC=CC1 (3-(2-hydroxy-ethyl)-5-(n-nonyl)-2-(3-pyridyl)thiazolidin-4-one). Isolated yield 72.6%. RXN SMILES: [SH:1][CH:2]([CH2:6][CH2:7][CH2:8][CH2:9][CH2:10][CH2:11][CH2:12][CH2:13][CH3:14])[C:3]([OH:5])=O.[CH:15](=O)[C:16]1[CH:21]=[CH:20][CH:19]=[N:18][CH:17]=1.[CH2:23]([CH2:25][NH2:26])[OH:24]>C1(C)C=CC=CC=1>[OH:24][CH2:23][CH2:25][N:26]1[C:3](=[O:5])[CH:2]([CH2:6][CH2:7][CH2:8][CH2:9][CH2:10][CH2:11][CH2:12][CH2:13][CH3:14])[S:1][CH:15]1[C:16]1[CH:17]=[N:18][CH:19]=[CH:20][CH:21]=1. Procedure: 2-Mercaptoundecanoic acid (7 g, 32.1 mmol), nicotinaldehyde (3.03 ml, 32.1 mmol), and ethanolamine (1.93 ml, 32.1 mmol) were added to toluene, (100 ml). and subjected to azeotropic dehydration for 1 hour. The product mixture was cooled and evaporated under reduced pressure to remove the solvent. The residue was purified by column chromatography, giving 3-(2-hydroxy-ethyl)-5-(n-nonyl)-2-(3-pyridyl)thiazolidin-4-one (8.17 g, 73% yield).